From a dataset of the Open Reaction Database (ORD), a public repository of structured organic reaction records. describe an organic reaction: reactants, conditions, products, and yield Starting materials: C(C)(=O)NC[C@H]1CN(C(O1)=O)C1=CC(=C(C=C1)C=1C=CC(=NC1)N1CCN(CC1)C(=O)OC(C)(C)C)F (tert-butyl 4-[5-(4-{(5S)-5-[(acetylamino)methyl]-2-oxo-1,3-oxazolidin-3-yl}-2-fluorophenyl)-2-pyridinyl]-1-piperazinecarboxylate). Solvent: C(Cl)Cl (DCM), FC(C(=O)O)(F)F (trifluoroacetic acid). Yields the product FC=1C=C(C=CC1C=1C=NC(=CC1)N1CCNCC1)N1C(O[C@H](C1)CNC(C)=O)=O (N-[((5S)-3-{3-Fluoro-4-[6-(1-piperazinyl)-3-pyridinyl]phenyl}-2-oxo-1,3-oxazolidin-5-yl)methyl]acetamide). Yield: 97.5%. RXN SMILES: [C:1]([NH:4][CH2:5][C@@H:6]1[O:10][C:9](=[O:11])[N:8]([C:12]2[CH:17]=[CH:16][C:15]([C:18]3[CH:19]=[CH:20][C:21]([N:24]4[CH2:29][CH2:28][N:27](C(OC(C)(C)C)=O)[CH2:26][CH2:25]4)=[N:22][CH:23]=3)=[C:14]([F:37])[CH:13]=2)[CH2:7]1)(=[O:3])[CH3:2]>C(Cl)Cl.FC(F)(F)C(O)=O>[F:37][C:14]1[CH:13]=[C:12]([N:8]2[CH2:7][C@H:6]([CH2:5][NH:4][C:1](=[O:3])[CH3:2])[O:10][C:9]2=[O:11])[CH:17]=[CH:16][C:15]=1[C:18]1[CH:23]=[N:22][C:21]([N:24]2[CH2:29][CH2:28][NH:27][CH2:26][CH2:25]2)=[CH:20][CH:19]=1. Procedure details: A solution of tert-butyl 4-[5-(4-{(5S)-5-[(acetylamino)methyl]-2-oxo-1,3-oxazolidin-3-yl}-2-fluorophenyl)-2-pyridinyl]-1-piperazinecarboxylate (0.191 g, 0.372 mmol) in DCM (10 mL) and trifluoroacetic acid (10 mL) was stirred at room temperature for 3 h. The solvent was removed in vacuo and the residue was partitioned between EtOAc and 1 M NaOH solution. The organic layer was dried and evaporated to give the titled compound (0.150 g, 98%) as a colourless foam. APCI MS m/z 414 (M+H). 1H NMR (400 M... Reactants: C1=CC(=CC(=C1)Cl)C(=O)OO (MCPBA), C=C1C[C@H](CCN(C1)C=1N(N=CC1[N+](=O)[O-])C)NC(OC(C)(C)C)=O (tert-butyl N-[(4R)-6-methylene-1-(2-methyl-4-nitro-pyrazol-3-yl)azepan-4-yl]carbamate). Run in C(Cl)Cl (DCM). Run at time 8 hour. Product: CN1N=CC(=C1N1CC[C@@H](CC2(OC2)C1)NC(OC(C)(C)C)=O)[N+](=O)[O-] (tert-butyl N-[(5S)-8-(2-methyl-4-nitro-pyrazol-3-yl)-2-oxa-8-azaspiro[2.6]nonan-5-yl]carbamate). The yield is 86.0%. Reaction SMILES: C1C=C(Cl)C=C(C(OO)=[O:9])C=1.[CH2:12]=[C:13]1[CH2:19][N:18]([C:20]2[N:21]([CH3:28])[N:22]=[CH:23][C:24]=2[N+:25]([O-:27])=[O:26])[CH2:17][CH2:16][C@H:15]([NH:29][C:30](=[O:36])[O:31][C:32]([CH3:35])([CH3:34])[CH3:33])[CH2:14]1>C(Cl)Cl>[CH3:28][N:21]1[C:20]([N:18]2[CH2:19][C:13]3([CH2:12][O:9]3)[CH2:14][C@@H:15]([NH:29][C:30](=[O:36])[O:31][C:32]([CH3:33])([CH3:35])[CH3:34])[CH2:16][CH2:17]2)=[C:24]([N+:25]([O-:27])=[O:26])[CH:23]=[N:22]1. Procedure: MCPBA (335 mg, 1.49 mmol, 77 mass %) was added to a stirred solution of tert-butyl N-[(4R)-6-methylene-1-(2-methyl-4-nitro-pyrazol-3-yl)azepan-4-yl]carbamate (350 mg, 1.00 mmol) in DCM (12 mL). The mixture was stirred at room temperature overnight. The reaction was quenched with sat NaHCO3 and extracted with DCM 3×. The combined organic layers were concentrated and the residue was purified via silica gel column chromatography (0-100% EA/heptane) to give tert-butyl N-[(5S)-8-(2-methyl-4-nitro-pyr...